Dataset: the Open Reaction Database (ORD), a public repository of structured organic reaction records. Task: describe an organic reaction: reactants, conditions, products, and yield Starting materials: ether ester, CN1CCOCC1 (N-methylmorpholine), C(C(C)C)OC(=O)Cl (isobutylchloroformate), Cl.CNCC(=O)OCC (N-Methylglycine, ethyl ester, hydrochloride), CN1CCOCC1 (N-methyl morpholine), CC(C)(OC(=O)N[C@@H](C)C(=O)O)C (N-[(1,1-dimethylethoxy)-carbonyl]-L-alanine), CNCC(=O)O (N-methylglycine). Solvent: C(C)(=O)OCC.CCCCCC (ethyl acetate hexane), C(Cl)(Cl)Cl (chloroform). Run at time 20 minute. The product is CC(C)(OC(=O)N[C@@H](C)C(=O)N(CC(=O)OCC)C)C (N-[N-[(1,1-Dimethylethoxy)carbonyl]-L-alanyl]-N-methylglycine, ethyl ester). RXN SMILES: [CH3:1][C:2]([CH3:13])([O:4][C:5]([NH:7][C@H:8]([C:10]([OH:12])=O)[CH3:9])=[O:6])[CH3:3].CN1CCOCC1.C(OC(Cl)=O)C(C)C.Cl.[CH3:30][NH:31][CH2:32][C:33]([O:35][CH2:36][CH3:37])=[O:34].CNCC(O)=O>C(OCC)(=O)C.CCCCCC.C(Cl)(Cl)Cl>[CH3:13][C:2]([CH3:1])([O:4][C:5]([NH:7][C@H:8]([C:10]([N:31]([CH3:30])[CH2:32][C:33]([O:35][CH2:36][CH3:37])=[O:34])=[O:12])[CH3:9])=[O:6])[CH3:3] |f:3.4,6.7|. Reported procedure: A mixture of N-[(1,1-dimethylethoxy)-carbonyl]-L-alanine (2.48 g., 13.1 mmole) and dry chloroform (20 ml.) at -20° under argon is treated with N-methylmorpholine (1.47 ml., 1.0 eq.) and isobutylchloroformate (1.8 ml., 1.0 eq.) and stirred for 20 minutes. N-Methylglycine, ethyl ester, hydrochloride (2.0 g., 1.0 eq.) and N-methyl morpholine (1.47 ml.) are added. After one hour, the ice-bath is removed and the reaction mixture is stirred for an additional 3 hours. The mixture is then partitioned be... The reactants are OCC1CCC2=CC=C3C(=C2O1)NC(N3)=O (8-hydroxymethyl-3,6,7,8-tetrahydro-1H-9-oxa-1,3-diaza-cyclopenta[a]naphthalen-2-one), C1(=CC=C(C=C1)S(=O)(=O)Cl)C (p-toluenesulfonyl chloride). Solvent: N1=CC=CC=C1 (pyridine). Yields the product O=C1NC=2C(=C3OC(CCC3=CC2)COS(=O)(=O)C2=CC=C(C=C2)C)N1 (Toluene-4-sulfonic acid-2-oxo-1,2,3,6,7,8-hexahydro-9-oxa-1,3-diaza-cyclopenta[a]naphthalen-8-ylmethyl ester). Isolated yield 83.0%. As a reaction SMILES: [OH:1][CH2:2][CH:3]1[O:12][C:11]2[C:6](=[CH:7][CH:8]=[C:9]3[NH:15][C:14](=[O:16])[NH:13][C:10]3=2)[CH2:5][CH2:4]1.[C:17]1([CH3:27])[CH:22]=[CH:21][C:20]([S:23](Cl)(=[O:25])=[O:24])=[CH:19][CH:18]=1>N1C=CC=CC=1>[O:16]=[C:14]1[NH:13][C:10]2=[C:11]3[C:6](=[CH:7][CH:8]=[C:9]2[NH:15]1)[CH2:5][CH2:4][CH:3]([CH2:2][O:1][S:23]([C:20]1[CH:21]=[CH:22][C:17]([CH3:27])=[CH:18][CH:19]=1)(=[O:25])=[O:24])[O:12]3. Procedure: A solution of 8-hydroxymethyl-3,6,7,8-tetrahydro-1H-9-oxa-1,3-diaza-cyclopenta[a]naphthalen-2-one (331 mg, 1.5 mmol) and p-toluenesulfonyl chloride (572 mg, 3 mmol) in anhydrous pyridine (50 mL) was stirred for 12 hours followed by removal of the solvent in vacuo to a residue. The residue was dissolved in ethyl acetate (100 mL) and washed with water (3×30 mL). The organic layer was dried over anhydrous Na2SO4 and filtered. The solvent was removed in vacuo to a residue followed by chromatography ... Yields the product C(C)OC(CC(=O)OCC)C1=CC=C(C=C1)OCC1=CC(=CC=C1)OC1=CC=CC=C1 (Ethyl 3-ethoxy-3-{4-[(3-phenoxybenzyl)oxy]phenyl}propionate). Reaction conditions: temperature 40 celsius, time 4 hour. Procedure: Ethyl 3-ethoxy-3-(4-hydroxyphenyl)propionate (100 mg, 0.420 mmol) produced in Example 1 (1C) was dissolved in dimethylformamide (2.0 mL), and 3-phenoxybenzyl chloride (116 μL, 0.63 mmol), potassium carbonate (174 mg, 1.26 mmol), and potassium iodide (catalytic amount, about 5 mg) were sequentially added thereto at room temperature, and then, the resulting mixture was stirred under a nitrogen atmosphere at 40° C. for 4 hours. To the reaction solution, a saturated aqueous solution of ammonium chlo... Reaction SMILES: [CH2:1]([O:3][CH:4]([C:11]1[CH:16]=[CH:15][C:14]([OH:17])=[CH:13][CH:12]=1)[CH2:5][C:6]([O:8][CH2:9][CH3:10])=[O:7])[CH3:2].[O:18]([C:25]1[CH:26]=[C:27]([CH:30]=[CH:31][CH:32]=1)[CH2:28]Cl)[C:19]1[CH:24]=[CH:23][CH:22]=[CH:21][CH:20]=1.C(=O)([O-])[O-].[K+].[K+].[I-].[K+].[Cl-].[NH4+]>CN(C)C=O>[CH2:1]([O:3][CH:4]([C:11]1[CH:12]=[CH:13][C:14]([O:17][CH2:28][C:27]2[CH:30]=[CH:31][CH:32]=[C:25]([O:18][C:19]3[CH:24]=[CH:23][CH:22]=[CH:21][CH:20]=3)[CH:26]=2)=[CH:15][CH:16]=1)[CH2:5][C:6]([O:8][CH2:9][CH3:10])=[O:7])[CH3:2] |f:2.3.4,5.6,7.8|. Solvent: CN(C=O)C (dimethylformamide). Reactants: O(C1=CC=CC=C1)C=1C=C(CCl)C=CC1 (3-phenoxybenzyl chloride), C([O-])([O-])=O.[K+].[K+] (potassium carbonate), [I-].[K+] (potassium iodide), [Cl-].[NH4+] (ammonium chloride), C(C)OC(CC(=O)OCC)C1=CC=C(C=C1)O (Ethyl 3-ethoxy-3-(4-hydroxyphenyl)propionate). The yield is 93.0%. Starting materials: NC1=C(C=C(C=C1)C(=O)N1CCN(CC1)CC1=CC=C(C=C1)C(C(F)(F)F)(C(F)(F)F)O)OC(F)(F)F ((4-Amino-3-(trifluoromethoxy)phenyl)(4-(4-(1,1,1,3,3,3-hexafluoro-2-hydroxypropan-2-yl)benzyl)piperazin-1-yl)methanone), N1=CC=C(C=C1)NC(OC1=CC=CC=C1)=O (phenyl pyridin-4-ylcarbamate). Solvent: O1CCOCC1 (dioxane). Conditions: temperature 80 celsius. Yields the product FC(C(C(F)(F)F)(O)C1=CC=C(CN2CCN(CC2)C(=O)C2=CC(=C(C=C2)NC(=O)NC2=CC=NC=C2)OC(F)(F)F)C=C1)(F)F (1-(4-(4-(4-(1,1,1,3,3,3-Hexafluoro-2-hydroxypropan-2-yl)benzyl)piperazine-1-carbonyl)-2-(trifluoromethoxy)phenyl)-3-(pyridin-4-yl)urea). Isolated yield 4.8%. As a reaction SMILES: [NH2:1][C:2]1[CH:7]=[CH:6][C:5]([C:8]([N:10]2[CH2:15][CH2:14][N:13]([CH2:16][C:17]3[CH:22]=[CH:21][C:20]([C:23]([OH:32])([C:28]([F:31])([F:30])[F:29])[C:24]([F:27])([F:26])[F:25])=[CH:19][CH:18]=3)[CH2:12][CH2:11]2)=[O:9])=[CH:4][C:3]=1[O:33][C:34]([F:37])([F:36])[F:35].[N:38]1[CH:43]=[CH:42][C:41]([NH:44][C:45](=O)[O:46]C2C=CC=CC=2)=[CH:40][CH:39]=1>O1CCOCC1>[F:27][C:24]([F:25])([F:26])[C:23]([C:20]1[CH:21]=[CH:22][C:17]([CH2:16][N:13]2[CH2:14][CH2:15][N:10]([C:8]([C:5]3[CH:6]=[CH:7][C:2]([NH:1][C:45]([NH:44][C:41]4[CH:42]=[CH:43][N:38]=[CH:39][CH:40]=4)=[O:46])=[C:3]([O:33][C:34]([F:36])([F:37])[F:35])[CH:4]=3)=[O:9])[CH2:11][CH2:12]2)=[CH:18][CH:19]=1)([OH:32])[C:28]([F:29])([F:30])[F:31]. Reported procedure: (4-Amino-3-(trifluoromethoxy)phenyl)(4-(4-(1,1,1,3,3,3-hexafluoro-2-hydroxypropan-2-yl)benzyl)piperazin-1-yl)methanone (0.367 mmol, 200 mg) and phenyl pyridin-4-ylcarbamate (0.550 mmol, 118 mg) were combined in dioxane (2 mL) and heated to 80° C. overnight in a reactivial. The reaction mixture was concentrated under vacuum and the residue was purified by column chromatography (dichloromethane—4% methanol/dichloromethane) to afford title compound (11.7 mg). MS (ESI) m/z 666.3 [M+H]+ Reactants: O (water), ClC1=C(C=C(C=C1)OC)S(=O)(=O)Cl (2-chloro-5-methoxybenzenesulfonyl chloride), ClC1=C(C=C(C=C1)OC)S(=O)(=O)Cl (2-chloro-5-methoxybenzenesulfonyl chloride), [OH-].[NH4+] (ammonium hydroxide). Solvent: O1CCCC1 (tetrahydrofuran). Conditions: time 15 minute. The product is ClC1=C(C=C(C=C1)OC)S(=O)(=O)N (2-chloro-5-methoxybenzenesulfonamide). The yield is 95.4%. RXN SMILES: [Cl:1][C:2]1[CH:7]=[CH:6][C:5]([O:8][CH3:9])=[CH:4][C:3]=1[S:10](Cl)(=[O:12])=[O:11].[OH-].[NH4+:15].O>O1CCCC1>[Cl:1][C:2]1[CH:7]=[CH:6][C:5]([O:8][CH3:9])=[CH:4][C:3]=1[S:10]([NH2:15])(=[O:12])=[O:11] |f:1.2|. Reported procedure: To a solution of 2-chloro-5-methoxybenzenesulfonyl chloride (2.5 g, 10.4 mmol) (i.e. the product of Step A) in tetrahydrofuran (30 mL) was added 30% ammonium hydroxide (3.0 mL, 25.7 mmol) dropwise. The reaction mixture was stirred for 15 minutes, during which time a suspension formed. To this mixture water (10 mL) was added, and the tetrahydrofuran was evaporated under reduced pressure to leave an aqueous suspension of a tan solid. The solid was isolated by filtration and washed with water to af... The reactants are CCO, COC(=O)Nc1nc2ccccc2[nH]1, O=S(=O)(O)Cl, O. The product is [Cl-], COC(=O)Nc1nc2cc(S(=O)(=O)O)ccc2[nH]1. Reaction SMILES: [CH3:21][CH2:22][OH:23].[CH3:6][O:7][C:8]([NH:9][c:10]1[n:11][c:12]2[c:13]([nH:14]1)[cH:15][cH:16][cH:17][cH:18]2)=[O:19].[Cl:1][S:2](=[O:3])(=[O:4])[OH:5].[OH2:20]>>[Cl-:1].[S:2](=[O:3])(=[O:4])([OH:5])[c:16]1[cH:15][c:13]2[c:12]([nH:11][c:10]([NH:9][C:8]([O:7][CH3:6])=[O:19])[n:14]2)[cH:18][cH:17]1.